Dataset: the Open Reaction Database (ORD), a public repository of structured organic reaction records. Task: describe an organic reaction: reactants, conditions, products, and yield The reactants are solution, I(=O)(=O)(=O)[O-].[Na+] (sodium metaperiodate), N1=C(C=CC=C1)CSCCCCCOC1=CC=C(C=C1)[C@@H]1[C@@H]2C=3C=CC(=CC3CC[C@H]2[C@@H]2CC[C@@H]([C@@]2(C)C1)O)O (11beta-[4-[5-[(2-pyridinylmethyl)thio]pentyloxy]phenyl]estra-1,3,5(10)-triene-3,17beta-diol), I(=O)(=O)(=O)[O-] (metaperiodate). Solvent: O (water), O (water), CO (methanol), CO (methanol). Reaction conditions: time 30 minute. Yields the product N1=C(C=CC=C1)CS(=O)CCCCCOC1=CC=C(C=C1)[C@@H]1[C@@H]2C=3C=CC(=CC3CC[C@H]2[C@@H]2CC[C@@H]([C@@]2(C)C1)O)O (11beta-[4-[5-[(2-pyridinylmethyl)sulphinyl]-pentyloxy]phenyl]estra-1,3,5(10)-triene-3,17beta-diol). As a reaction SMILES: I([O-])(=O)(=O)=O.[Na+].[N:7]1[CH:12]=[CH:11][CH:10]=[CH:9][C:8]=1[CH2:13][S:14][CH2:15][CH2:16][CH2:17][CH2:18][CH2:19][O:20][C:21]1[CH:26]=[CH:25][C:24]([C@H:27]2[CH2:44][C@@:42]3([CH3:43])[C@@H:38]([CH2:39][CH2:40][C@@H:41]3[OH:45])[C@H:37]3[C@H:28]2[C:29]2[CH:30]=[CH:31][C:32]([OH:46])=[CH:33][C:34]=2[CH2:35][CH2:36]3)=[CH:23][CH:22]=1.I([O-])(=O)(=O)=[O:48]>O.CO>[N:7]1[CH:12]=[CH:11][CH:10]=[CH:9][C:8]=1[CH2:13][S:14]([CH2:15][CH2:16][CH2:17][CH2:18][CH2:19][O:20][C:21]1[CH:22]=[CH:23][C:24]([C@H:27]2[CH2:44][C@@:42]3([CH3:43])[C@@H:38]([CH2:39][CH2:40][C@@H:41]3[OH:45])[C@H:37]3[C@H:28]2[C:29]2[CH:30]=[CH:31][C:32]([OH:46])=[CH:33][C:34]=2[CH2:35][CH2:36]3)=[CH:25][CH:26]=1)=[O:48] |f:0.1|. Procedure details: 3.7 cm3 of a 0.1M solution of sodium metaperiodate in water is added to a solution of 172 mg of the product obtained in Example 4 in 12 cm3 of methanol. The reaction medium is agitated for 1 hour 30 minutes and 3.4 cm3 of methanol and 0.6 cm3 of the metaperiodate solution are added, after 3 hours 30 minutes of agitation the reaction medium is poured into water, extracted with ethyl acetate, washed with salt water and evaporated to dryness under reduced pressure. 176 mg of residue is obtained whi... The reactants are [BH4-].[Na+] (sodium borohydride), ClC1=CC2=C(C(=N1)C=O)C(=NN2C(C2=CC=CC=C2)(C2=CC=CC=C2)C2=CC=CC=C2)OC (6-chloro-3-methoxy-1-trityl-1H-pyrazolo[4,3-c]pyridine-4-carbaldehyde), ClC1=CC2=C(C(=N1)C=O)C(=NN2C(C2=CC=CC=C2)(C2=CC=CC=C2)C2=CC=CC=C2)OC (6-chloro-3-methoxy-1-trityl-1H-pyrazolo[4,3-c]pyridine-4-carbaldehyde), CO (MeOH). Run in C(Cl)Cl (DCM), O (water), C(Cl)Cl (DCM). Conditions: time 1 hour. Yields the product ClC1=CC2=C(C(=N1)CO)C(=NN2C(C2=CC=CC=C2)(C2=CC=CC=C2)C2=CC=CC=C2)OC ((6-chloro-3-methoxy-1-trityl-1H-pyrazolo[4,3-c]pyridin-4-yl)methanol). The yield is 59.7%. RXN SMILES: [Cl:1][C:2]1[N:7]=[C:6]([CH:8]=[O:9])[C:5]2[C:10]([O:32][CH3:33])=[N:11][N:12]([C:13]([C:26]3[CH:31]=[CH:30][CH:29]=[CH:28][CH:27]=3)([C:20]3[CH:25]=[CH:24][CH:23]=[CH:22][CH:21]=3)[C:14]3[CH:19]=[CH:18][CH:17]=[CH:16][CH:15]=3)[C:4]=2[CH:3]=1.CO.[BH4-].[Na+]>C(Cl)Cl.O>[Cl:1][C:2]1[N:7]=[C:6]([CH2:8][OH:9])[C:5]2[C:10]([O:32][CH3:33])=[N:11][N:12]([C:13]([C:14]3[CH:15]=[CH:16][CH:17]=[CH:18][CH:19]=3)([C:20]3[CH:21]=[CH:22][CH:23]=[CH:24][CH:25]=3)[C:26]3[CH:31]=[CH:30][CH:29]=[CH:28][CH:27]=3)[C:4]=2[CH:3]=1 |f:2.3|. Reported procedure: 6-chloro-3-methoxy-1-trityl-1H-pyrazolo[4,3-c]pyridine-4-carbaldehyde (Intermediate 11B, 25 g, 55.1 mmol) was dissolved in DCM (100 ml, sonication required) and slowly charged with MeOH (100 ml). The solution was cooled in an ice bath then charged with sodium borohydride (2.60 g, 68.8 mmol) portion wise (exothermic) and allowed to stir for 1 h at RT. A large exotherm was observed and the reaction turned dark red. TLC showed product had formed after 20 minutes. The reaction was diluted with 500 m... Starting materials: CC(C(CC(=O)OC)=O)C (Methyl 4-methyl-3-oxopentanoate), Cl (HCl), NC(=S)N (Thiourea), C(=O)([O-])[O-].[K+].[K+] (K2CO3). Run in CO (methanol), O (water), O (water). Run at temperature 105 celsius. The product is C(C)(C)C1=CC(=NC(=N1)S)O (6-isopropyl-2-mercaptopyrimidin-4-ol). Isolated yield 67.8%. Reaction SMILES: [NH2:1][C:2]([NH2:4])=[S:3].[CH3:5][CH:6]([CH3:14])[C:7](=O)[CH2:8][C:9](OC)=[O:10].C([O-])([O-])=O.[K+].[K+].Cl>O.CO>[CH:6]([C:7]1[N:4]=[C:2]([SH:3])[N:1]=[C:9]([OH:10])[CH:8]=1)([CH3:14])[CH3:5] |f:2.3.4|. Procedure details: Thiourea (1.0 g, 13 mmol) was dissolved in 1.6 mL of water at 70° C. Methyl 4-methyl-3-oxopentanoate (2.8 g, 20 mmol) was added and followed by K2CO3 (2.7 g, 19 mmol). The reaction was heated at 105° C. open to air for 1 hour to boil off any remaining methanol. After being cooled to room temperature, water (6.6 mL) was added and followed by 6 mL of concentrated HCl. The white precipitate was collected by filtration and washed with water and 1 N HCl to afford 6-isopropyl-2-mercaptopyrimidin-4-ol ... The reactants are NC1=C2C(C(=CN(C2=C(C(=C1F)N1CC2(CC2)[C@@H](C1)NC(C(F)(F)F)=O)C)C1CC1)C(=O)O)=O (5-amino-1-cyclopropyl-6-fluoro-1,4-dihydro-8-methyl-4-oxo-7-((S)-7-trifluoroacetylamino-5-azaspiro[2.4]hept-5-yl)quinoline-3-carboxylic acid), [OH-].[K+] (potassium hydroxide), Cl (hydrochloric acid). The solvent is O (water). Run at time 0.5 hour. Yields the product NC1=C2C(C(=CN(C2=C(C(=C1F)N1CC2(CC2)[C@@H](C1)N)C)C1CC1)C(=O)O)=O (5-Amino-7-((S)-7-amino-5-azaspiro[2.4]hept-5-yl)-1-cyclopropyl-6-fluoro-1,4-dihydro-8-methyl-4-oxoquinoline-3-carboxylic acid). Isolated yield 100.8%. RXN SMILES: [NH2:1][C:2]1[C:11]([F:12])=[C:10]([N:13]2[CH2:19][C@@H:18]([NH:20]C(=O)C(F)(F)F)[C:15]3([CH2:17][CH2:16]3)[CH2:14]2)[C:9]([CH3:27])=[C:8]2[C:3]=1[C:4](=[O:34])[C:5]([C:31]([OH:33])=[O:32])=[CH:6][N:7]2[CH:28]1[CH2:30][CH2:29]1.[OH-].[K+].Cl>O>[NH2:1][C:2]1[C:11]([F:12])=[C:10]([N:13]2[CH2:19][C@@H:18]([NH2:20])[C:15]3([CH2:16][CH2:17]3)[CH2:14]2)[C:9]([CH3:27])=[C:8]2[C:3]=1[C:4](=[O:34])[C:5]([C:31]([OH:33])=[O:32])=[CH:6][N:7]2[CH:28]1[CH2:30][CH2:29]1 |f:1.2|. Procedure details: A mixture of 0.26 g of 5-amino-1-cyclopropyl-6-fluoro-1,4-dihydro-8-methyl-4-oxo-7-((S)-7-trifluoroacetylamino-5-azaspiro[2.4]hept-5-yl)quinoline-3-carboxylic acid, 0.18 g of potassium hydroxide and 1.8 ml of water was stirred at room temperature for 0.5 hour. The reaction mixture was neutralized with 10% hydrochloric acid to pH 8, the deposited crystals were collected by filtration and washed with water to give 0.21 g of the desired compound, which was recrystallized from acetonitrile to afford... Reactants: C[O-].[Na+] (sodium methoxide), Cl.CC(C(=N)N)(C)C (2,2-dimethylpropionamidine hydrochloride), CN(C=C(C(C(=O)OCC)C(C)C)C=O)C (ethyl (RS)-4-dimethylamino-3-formyl-2-(1-methylethyl)-3-butenoate), C(C)OC=C(C(C(=O)OCC)C(C)C)C=O (ethyl (RS)-4-ethoxy-3-formyl- 2-(1-methylethyl)-3-butenoate). Solvent: C(C)O (ethanol), C(C)O (ethanol). The product is CC(C)(C)C1=NC=C(C=N1)C(C(=O)OCC)C(C)C (ethyl (RS)-2-[2-(2-methylprop-2-yl)pyrimidin-5-yl]-3-methylbutyrate). As a reaction SMILES: Cl.[CH3:2][C:3]([CH3:8])([CH3:7])[C:4]([NH2:6])=[NH:5].CN(C)[CH:11]=[C:12]([CH:22]=O)[CH:13]([CH:19]([CH3:21])[CH3:20])[C:14]([O:16][CH2:17][CH3:18])=[O:15].C(OC=C(C=O)C(C(C)C)C(OCC)=O)C.C[O-].[Na+]>C(O)C>[CH3:2][C:3]([C:4]1[N:6]=[CH:11][C:12]([CH:13]([CH:19]([CH3:20])[CH3:21])[C:14]([O:16][CH2:17][CH3:18])=[O:15])=[CH:22][N:5]=1)([CH3:8])[CH3:7] |f:0.1,4.5|. Procedure details: 2,2-dimethylpropionamidine hydrochloride (0.14 g), prepared according to Example 1, was added to a solution of a 4:3 mixture of ethyl (RS)-4-dimethylamino-3-formyl-2-(1-methylethyl)-3-butenoate and ethyl (RS)-4-ethoxy-3-formyl- 2-(1-methylethyl)-3-butenoate (0.2 g), prepared according to the method of Example 10, in ethanol (2 cm3). A solution of sodium methoxide (0.06 g) in ethanol (1 cm3) was added to the stirred mixture, which was then heated at the reflux temperature for 2 hours. After cooli... Starting materials: Cc1ccc(S(=O)(=O)OCC2C=Cc3ccc(F)c(-c4ccc(Cl)cc4C)c3O2)cc1, CCO, CCOC(C)=O, O=[Pt]=O. Product: Cc1ccc(S(=O)(=O)OCC2CCc3ccc(F)c(-c4ccc(Cl)cc4C)c3O2)cc1. Reaction SMILES: [CH3:1][c:2]1[cH:3][cH:4][c:5]([S:8](=[O:9])(=[O:10])[O:11][CH2:12][CH:13]2[O:14][c:15]3[c:16](-[c:24]4[c:25]([CH3:31])[cH:26][c:27]([Cl:30])[cH:28][cH:29]4)[c:17]([F:23])[cH:18][cH:19][c:20]3[CH:21]=[CH:22]2)[cH:6][cH:7]1.[CH3:32][CH2:33][OH:34].[CH3:35][CH2:36][O:37][C:38](=[O:39])[CH3:40].[Pt:41](=[O:42])=[O:43]>>[CH3:1][c:2]1[cH:3][cH:4][c:5]([S:8](=[O:9])(=[O:10])[O:11][CH2:12][CH:13]2[O:14][c:15]3[c:16](-[c:24]4[c:25]([CH3:31])[cH:26][c:27]([Cl:30])[cH:28][cH:29]4)[c:17]([F:23])[cH:18][cH:19][c:20]3[CH2:21][CH2:22]2)[cH:6][cH:7]1. The reactants are COCC[NH-].[Li+] (lithium methoxyethylamide), Cl[Si](C)(C)C1C(=C(C(=C1C)C)C)C ((chlorodimethylsilyl)tetramethylcyclopentadiene). Solvent: CCCCC (pentane). Conditions: time 16 hour. The product is COCCN[Si](C)(C)C1C(=C(C(=C1C)C)C)C ([(methoxyethylamino)dimethylsilyl]tetramethylcyclopentadiene). RXN SMILES: [CH3:1][O:2][CH2:3][CH2:4][NH-:5].[Li+].Cl[Si:8]([CH:11]1[C:15]([CH3:16])=[C:14]([CH3:17])[C:13]([CH3:18])=[C:12]1[CH3:19])([CH3:10])[CH3:9]>CCCCC>[CH3:1][O:2][CH2:3][CH2:4][NH:5][Si:8]([CH:11]1[C:15]([CH3:16])=[C:14]([CH3:17])[C:13]([CH3:18])=[C:12]1[CH3:19])([CH3:9])[CH3:10] |f:0.1|. Procedure details: 2.00 g (24.67 mmol) of lithium methoxyethylamide were added a little at a time at 0° C. to a solution of 5.30 g (24.70 mmol) of (chlorodimethylsilyl)tetramethylcyclopentadiene in 40 ml of dry pentane and the mixture was stirred for 16 hours at room temperature. The pale yellow reaction solution was filtered to remove the precipitated lithium chloride and the pentane was removed under an oil pump vacuum. Subsequent distillation of the remaining oil gave [(methoxyethylamino)dimethylsilyl]tetrameth... Reactants: C(CCC)C1=NC2=C(N1CC1=CC=C(C=C1)C=1C(=CC=CC1)C(=O)OC(C)(C)C)C=C(C=C2)Cl (tert.butyl 4'-[(2-n-butyl-6-chloro-benzimidazol-1-yl)-methyl]biphenyl-2-carboxylate), FC(C(=O)O)(F)F.C(Cl)Cl (trifluoroacetic acid methylene chloride). Yields the product C(CCC)C1=NC2=C(N1CC1=CC=C(C=C1)C=1C(=CC=CC1)C(=O)O)C=C(C=C2)Cl (4'-[(2-n-Butyl-6-chloro-benzimidazol-1-yl)-methyl]biphenyl-2-carboxylic acid). As a reaction SMILES: [CH2:1]([C:5]1[N:9]([CH2:10][C:11]2[CH:16]=[CH:15][C:14]([C:17]3[C:18]([C:23]([O:25]C(C)(C)C)=[O:24])=[CH:19][CH:20]=[CH:21][CH:22]=3)=[CH:13][CH:12]=2)[C:8]2[CH:30]=[C:31]([Cl:34])[CH:32]=[CH:33][C:7]=2[N:6]=1)[CH2:2][CH2:3][CH3:4].FC(F)(F)C(O)=O.C(Cl)Cl>>[CH2:1]([C:5]1[N:9]([CH2:10][C:11]2[CH:12]=[CH:13][C:14]([C:17]3[C:18]([C:23]([OH:25])=[O:24])=[CH:19][CH:20]=[CH:21][CH:22]=3)=[CH:15][CH:16]=2)[C:8]2[CH:30]=[C:31]([Cl:34])[CH:32]=[CH:33][C:7]=2[N:6]=1)[CH2:2][CH2:3][CH3:4] |f:1.2|. Reported procedure: Prepared in analogous manner to Example 9 from tert.butyl 4'-[(2-n-butyl-6-chloro-benzimidazol-1-yl)-methyl]biphenyl-2-carboxylate and trifluoroacetic acid/methylene chloride.